Dataset: the Open Reaction Database (ORD), a public repository of structured organic reaction records. Task: describe an organic reaction: reactants, conditions, products, and yield The reactants are 6-bromopyrazolo[1,5a]pyridin-4-ol, C(C)(C)(C)N1N=CC(=C1)B1OC(C(O1)(C)C)(C)C (1-(tert-butyl)-4-(4,4,5,5-tetramethyl-1,3,2-dioxaborolan-2-yl)-1H-pyrazole), C([O-])([O-])=O.[Cs+].[Cs+] (cesium carbonate), O1CCOCC1 (dioxane). Reagents/catalysts: PEPPSI-iPr. The solvent is O (water), O (water). Run at temperature 100 celsius. The product is C(C)(C)(C)N1N=CC(=C1)C=1C=C(C=2N(C1)N=CC2)O (6-(1-tert-butyl-1H-pyrazol-4-yl)pyrazolo[1,5-a]pyridin-4-ol). As a reaction SMILES: [C:1]([N:5]1[CH:9]=[C:8](B2OC(C)(C)C(C)(C)O2)[CH:7]=[N:6]1)([CH3:4])([CH3:3])[CH3:2].[C:19](=[O:22])([O-])[O-].[Cs+].[Cs+].O1[CH2:30][CH2:29]OCC1>O>[C:1]([N:5]1[CH:9]=[C:8]([C:8]2[CH:7]=[C:19]([OH:22])[C:1]3[N:5]([N:6]=[CH:29][CH:30]=3)[CH:9]=2)[CH:7]=[N:6]1)([CH3:2])([CH3:3])[CH3:4] |f:1.2.3|. Reported procedure: To an appropriate sized microwave vial, 6-bromopyrazolo[1,5a]pyridin-4-ol (100 mg, 0.469 mmol), 1-(tert-butyl)-4-(4,4,5,5-tetramethyl-1,3,2-dioxaborolan-2-yl)-1H-pyrazole (153 mg, 0.612 mmol), cesium carbonate (459 mg, 1.41 mmol), dioxane (3.0 mL) and water (1.5 mL) were added. The mixture was degassed with nitrogen for 10 minutes. PEPPSI-iPr catalyst (32.0 mg, 0.0469 mmol) was added and the solution was heated at 100° C. for 18 h. After cooling to room temperature, the mixture was poured into w... Solvent: O (water). Procedure details: To 926 mg of 5-methoxyindole was added 30 ml of dimethylformamide and 230 mg of sodium hydride (in oil), this mixture was stirred under nitrogen gas stream at 60° C. for 1 hour. Then 1.5 g of 1-(3-chloropropyl)-5-nitroindole was added to the reaction mixture and stirred at room temperature overnight. The reaction mixture was further stirred at 60° C. for 5.5 hours, then water was added thereto, and the crystals being separated were collected by filtration, and washed with water. The washed cryst... Yields the product COC=1C=C2C=CN(C2=CC1)CCCN1C=CC2=CC(=CC=C12)[N+](=O)[O-] (1-[3-(5-methoxyindol-1-yl)propyl]-5-nitroindole). The yield is 82.0%. Starting materials: COC=1C=C2C=CNC2=CC1 (5-methoxyindole), CN(C=O)C (dimethylformamide), [H-].[Na+] (sodium hydride), ClCCCN1C=CC2=CC(=CC=C12)[N+](=O)[O-] (1-(3-chloropropyl)-5-nitroindole). Reaction SMILES: [CH3:1][O:2][C:3]1[CH:4]=[C:5]2[C:9](=[CH:10][CH:11]=1)[NH:8][CH:7]=[CH:6]2.CN(C)C=O.[H-].[Na+].Cl[CH2:20][CH2:21][CH2:22][N:23]1[C:31]2[C:26](=[CH:27][C:28]([N+:32]([O-:34])=[O:33])=[CH:29][CH:30]=2)[CH:25]=[CH:24]1>O>[CH3:1][O:2][C:3]1[CH:4]=[C:5]2[C:9](=[CH:10][CH:11]=1)[N:8]([CH2:20][CH2:21][CH2:22][N:23]1[C:31]3[C:26](=[CH:27][C:28]([N+:32]([O-:34])=[O:33])=[CH:29][CH:30]=3)[CH:25]=[CH:24]1)[CH:7]=[CH:6]2 |f:2.3|. Reaction conditions: temperature 60 celsius, time 1 hour. Starting materials: C(CCC)OC(N(C)C)OCCCC (N,N-dimethylformamide dibutyl acetal), Cl.COC(CN)=O (glycine methyl ester hydrochloride), [OH-].[Na+] (sodium hydroxide), C(CCCC)(OC)=N (methyl pentanimidate). The solvent is CO (methanol). Conditions: time 15 minute. Yields the product C(CCC)C=1NC(C(N1)=CN(C)C)=O (2-butyl-4-dimethylaminomethylene-2-imidazolin-5-one). Isolated yield 89.9%. RXN SMILES: Cl.C[O:3][C:4](=O)[CH2:5][NH2:6].[OH-].[Na+].[C:10](=[NH:17])(OC)[CH2:11][CH2:12][CH2:13][CH3:14].C(O[CH:23](OCCCC)[N:24]([CH3:26])[CH3:25])CCC>CO>[CH2:11]([C:10]1[NH:17][C:4](=[O:3])[C:5](=[CH:23][N:24]([CH3:26])[CH3:25])[N:6]=1)[CH2:12][CH2:13][CH3:14] |f:0.1,2.3|. Procedure details: 5.00 g (39.42 mmol) of glycine methyl ester hydrochloride was added in a single portion to a solution of 1.59 g (39.42 mmol) of sodium hydroxide in 13 ml of methanol, at 0° C. The temperature dropped to -10° C. Then, the mixture was stirred for 15 minutes. During this time, the temperature rose again to 0° C. 4.73 g (39.42 mmol) of methyl pentanimidate was added, and the mixture was stirred at room temperature for 3 hours. 9.00 g (43.36 mmol) of N,N-dimethylformamide dibutyl acetal then was adde... Reactants: [Li]CCCC (BuLi), [Si](C)(C)(C(C)(C)C)OCCCC=1SC=CN1 (2-[3-(tert-butyldimethylsilanyloxy)propyl]thiazole), COC(=O)C=1C2CN(CC(CC1OS(=O)(=O)C(F)(F)F)N2C(=O)OC(C)(C)C)C(=O)OC(C)(C)C (7-Trifluoromethanesulfonyloxy-3,9-diazabicyclo[3.3.1]non-6-ene-3,6,9-tricarboxylic acid 3,9-di-tert-butyl ester 6-methyl ester). Reagents/catalysts: C=1C=CC(=CC1)[P](C=2C=CC=CC2)(C=3C=CC=CC3)[Pd]([P](C=4C=CC=CC4)(C=5C=CC=CC5)C=6C=CC=CC6)([P](C=7C=CC=CC7)(C=8C=CC=CC8)C=9C=CC=CC9)[P](C=1C=CC=CC1)(C=1C=CC=CC1)C=1C=CC=CC1 (Pd(PPh3)4), [Cl-].[Cl-].[Zn+2] (ZnCl2). Solvent: C1CCOC1 (THF), C1CCOC1 (THF). Conditions: temperature -78 celsius, time 1 hour. Product: COC(=O)C=1C2CN(CC(CC1C1=CN=C(S1)CCCO[Si](C)(C)C(C)(C)C)N2C(=O)OC(C)(C)C)C(=O)OC(C)(C)C (7-{2-[3-(tert-Butyldimethylsilanyloxy)propyl]thiazol-5-yl}-3,9-diaza-bicyclo[3.3.1]non-6-ene-3,6,9-tricarboxylic acid 3,9-di-tert-butyl ester 6-methyl ester). The yield is 72.8%. Reaction SMILES: [Li]CCCC.[Si:6]([O:13][CH2:14][CH2:15][CH2:16][C:17]1[S:18][CH:19]=[CH:20][N:21]=1)([C:9]([CH3:12])([CH3:11])[CH3:10])([CH3:8])[CH3:7].[CH3:22][O:23][C:24]([C:26]1[CH:27]2[N:42]([C:43]([O:45][C:46]([CH3:49])([CH3:48])[CH3:47])=[O:44])[CH:31]([CH2:32][C:33]=1OS(C(F)(F)F)(=O)=O)[CH2:30][N:29]([C:50]([O:52][C:53]([CH3:56])([CH3:55])[CH3:54])=[O:51])[CH2:28]2)=[O:25]>C1COCC1.[Cl-].[Cl-].[Zn+2].C1C=CC([P]([Pd]([P](C2C=CC=CC=2)(C2C=CC=CC=2)C2C=CC=CC=2)([P](C2C=CC=CC=2)(C2C=CC=CC=2)C2C=CC=CC=2)[P](C2C=CC=CC=2)(C2C=CC=CC=2)C2C=CC=CC=2)(C2C=CC=CC=2)C2C=CC=CC=2)=CC=1>[CH3:22][O:23][C:24]([C:26]1[CH:27]2[N:42]([C:43]([O:45][C:46]([CH3:49])([CH3:47])[CH3:48])=[O:44])[CH:31]([CH2:32][C:33]=1[C:19]1[S:18][C:17]([CH2:16][CH2:15][CH2:14][O:13][Si:6]([C:9]([CH3:12])([CH3:10])[CH3:11])([CH3:7])[CH3:8])=[N:21][CH:20]=1)[CH2:30][N:29]([C:50]([O:52][C:53]([CH3:56])([CH3:55])[CH3:54])=[O:51])[CH2:28]2)=[O:25] |f:4.5.6,^1:68,70,89,108|. Procedure details: BuLi (1.6 M in hexane, 5.7 mL, 9.1 mmol) was added dropwise to a sol. of 2-[3-(tert-butyldimethylsilanyloxy)propyl]thiazole (1.80 g, 6.79 mmol) in THF (15 mL) at −78° C. The reaction mixture was stirred at −78° C. for 1 h, and ZnCl2 (1M in THF, 11.3 mL, 11.3 mmol) was added dropwise at −78° C. The cooling bath was then removed and the reaction stirred for 1 h while warming up to rt. A sol. of compound Y (2.00 g, 3.77 mmol) in THF (5 mL) was added dropwise, followed by Pd(PPh3)4 (126 mg, 0.109 mm... Reactants: [O-]C1=CC=CC=C1.[Na+] (Sodium phenoxide), C(C)OC(=O)OC1=CC=C(C=C1)S(=O)(=O)[O-] (4-ethoxycarbonyloxybenzene sulfonate), C1(=CC=CC=C1)S(=O)(=O)[O-] (benzene sulfonate), C(C)OC(=O)OC1=CC=C(C=C1)S(=O)(=O)Cl (4-ethoxycarbonyloxybenzenesulfonyl chloride), [O-]C1=CC=CC=C1.[Na+] (sodium phenoxide), [OH-].[K+] (potassium hydroxide). Solvent: C(C)O (ethanol), C1=CC=CC=C1 (benzene), C(C)O (ethanol). Conditions: temperature 80 celsius, time 8 hour. The product is O(C1=CC=CC=C1)S(=O)(=O)C1=CC=C(C=C1)O (4-phenoxysulfonylphenol). Reaction SMILES: [O-:1][C:2]1[CH:7]=[CH:6][CH:5]=[CH:4][CH:3]=1.[Na+].C(OC([O:14][C:15]1[CH:20]=[CH:19][C:18]([S:21](Cl)(=[O:23])=[O:22])=[CH:17][CH:16]=1)=O)C.C1(S([O-])(=O)=O)C=CC=CC=1.C(OC(OC1C=CC(S([O-])(=O)=O)=CC=1)=O)C.[OH-].[K+]>C(O)C.C1C=CC=CC=1>[O:1]([S:21]([C:18]1[CH:19]=[CH:20][C:15]([OH:14])=[CH:16][CH:17]=1)(=[O:23])=[O:22])[C:2]1[CH:7]=[CH:6][CH:5]=[CH:4][CH:3]=1 |f:0.1,5.6|. Procedure: Sodium phenoxide, 9.0 g. (0.078 mole) is added in portions to a solution of 20 g. (0.076 mole) of 4-ethoxycarbonyloxybenzenesulfonyl chloride in 250 ml. of dry benzene. The slurry is brought to reflux (80° C.) for 1.5 hours and then allowed to stir at room temperature overnight. The reaction is followed by thin layer chromatography, additional sodium phenoxide is added as needed, and the reaction is refluxed until complete. The slurry is then cooled to room temperature and filtered to remove sod... The reactants are [Cl-].[NH4+] (ammonium chloride), C(=O)C(C)(C)NC(C1=C(C=C(C=C1)F)F)=O (N-(1-Formyl-1-methylethyl)-2,4-difluorobenzamide), C[Mg]Br (methyl magnesium bromide). Solvent: C1CCOC1 (THF), C1CCOC1 (THF). The product is OC(C(C)(C)NC(C1=C(C=C(C=C1)F)F)=O)C (N-(2-Hydroxy-1,1-dimethylpropyl)-2,4-difluorobenzamide). The yield is 86.0%. RXN SMILES: [CH:1]([C:3]([NH:6][C:7](=[O:16])[C:8]1[CH:13]=[CH:12][C:11]([F:14])=[CH:10][C:9]=1[F:15])([CH3:5])[CH3:4])=[O:2].[CH3:17][Mg]Br.[Cl-].[NH4+]>C1COCC1>[OH:2][CH:1]([CH3:17])[C:3]([NH:6][C:7](=[O:16])[C:8]1[CH:13]=[CH:12][C:11]([F:14])=[CH:10][C:9]=1[F:15])([CH3:5])[CH3:4] |f:2.3|. Procedure: To a solution of N-(1-formyl-1-methylethyl)-2,4-difluorobenzamide obtained in Example 32 (1.14 g, 5 mmol) in THF (10 ml) was added 0.9 M methyl magnesium bromide in THF (13 ml, 12 mmol) dropwise at −20° C. The reaction mixture was warmed gradually to room temperature over 2 hours and added to 10% aqueous ammonium chloride (100 ml). The resulting mixture was extracted with ethyl acetate, washed with saturated aqueous NaHCO3 and brine, dried over MgSO4, concentrated under a reduced pressure and th... The reactants are Cc1ccc(-c2nc(CCO)c(C)o2)cc1, ClCCl, CCOC(=O)CC1CCc2cc(O)ccc21, c1ccc(P(c2ccccc2)c2ccccc2)cc1. The product is CCOC(=O)CC1CCc2cc(OCCc3nc(-c4ccc(C)cc4)oc3C)ccc21. As a reaction SMILES: [CH3:17][c:18]1[c:19]([CH2:30][CH2:31][OH:32])[n:20][c:21](-[c:23]2[cH:24][cH:25][c:26]([CH3:29])[cH:27][cH:28]2)[o:22]1.[Cl:52][CH2:53][Cl:54].[OH:1][c:2]1[cH:3][c:4]2[c:8]([cH:9][cH:10]1)[CH:7]([CH2:11][C:12](=[O:13])[O:14][CH2:15][CH3:16])[CH2:6][CH2:5]2.[c:33]1([P:34]([c:35]2[cH:36][cH:37][cH:38][cH:39][cH:40]2)[c:41]2[cH:42][cH:43][cH:44][cH:45][cH:46]2)[cH:47][cH:48][cH:49][cH:50][cH:51]1>>[O:1]([c:2]1[cH:3][c:4]2[c:8]([cH:9][cH:10]1)[CH:7]([CH2:11][C:12](=[O:13])[O:14][CH2:15][CH3:16])[CH2:6][CH2:5]2)[CH2:31][CH2:30][c:19]1[c:18]([CH3:17])[o:22][c:21](-[c:23]2[cH:24][cH:25][c:26]([CH3:29])[cH:27][cH:28]2)[n:20]1.